Dataset: the Open Reaction Database (ORD), a public repository of structured organic reaction records. Task: describe an organic reaction: reactants, conditions, products, and yield Starting materials: BrBr (bromine), O=S(Cl)Cl (SOCl2), N (NH3), FC1=CC=C(C=C1)C1=CC=C(C=C1)C(CCN=C=O)C (3-(4' -fluoro-4-biphenylyl)-butyl-isocyanate). Run in CCOCC (ether), O (water), CCOCC (ether), [OH-].[K+] (potassium hydroxide), O1CCOCC1 (dioxane), [OH-].[K+] (KOH), O (water), CO (methanol). Conditions: time 1 hour. The product is Cl.FC1=CC=C(C=C1)C1=CC=C(C=C1)C(CCN)C (3-(4'-fluoro-4-biphenylyl)-butylamine, hydrochloride). As a reaction SMILES: O=S(Cl)[Cl:3].N.BrBr.[F:8][C:9]1[CH:14]=[CH:13][C:12]([C:15]2[CH:20]=[CH:19][C:18]([CH:21]([CH3:27])[CH2:22][CH2:23][N:24]=C=O)=[CH:17][CH:16]=2)=[CH:11][CH:10]=1>O1CCOCC1.[OH-].[K+].CCOCC.O.CO>[ClH:3].[F:8][C:9]1[CH:10]=[CH:11][C:12]([C:15]2[CH:20]=[CH:19][C:18]([CH:21]([CH3:27])[CH2:22][CH2:23][NH2:24])=[CH:17][CH:16]=2)=[CH:13][CH:14]=1 |f:5.6,10.11|. Reported procedure: A solution of 27.1 g of 4-(4'-fluoro-4-biphenylyl)pentanoic acid amide [obtainable by reacting 4-fluorobiphenyl with succinic anhydride/AlCl3 to give 4-(4'-fluoro-4-biphenylyl)-4-oxobutanoic acid, reaction with CH3MgI to give 4-(4'-fluoro-4-biphenylyl)-4-hydroxy-pentanoic acid, dehydroxylation with HI/acetic acid to give 4-(4'-fluoro-4-biphenylyl)-pentanoic acid, conversion into the chloride employing SOCl2 and reaction with NH3 ] in 150 ml of dioxane is added dropwise at 0° to a solution of 24 ... Starting materials: C(=O)([O-])[O-].[Na+].[Na+] (Na2CO3), CCOCC (Et2O), FC1=CC=C(C=C1)C=1N=C2N(C=CN=C2C(=O)O)C1 (2-(4-fluorophenyl)imidazo[1,2-a]pyrazine-8-carboxylic acid), Cl (hydrogen chloride). Solvent: O (water), CCOC(=O)C (EtOAc). Run at temperature 100 celsius. Yields the product FC1=CC=C(C=C1)C=1N=C2N(C=CN=C2)C1 (2-(4-Fluorophenyl)-imidazo[1,2-a]pyrazine). The yield is 36.3%. RXN SMILES: [F:1][C:2]1[CH:7]=[CH:6][C:5]([C:8]2[N:9]=[C:10]3[C:15](C(O)=O)=[N:14][CH:13]=[CH:12][N:11]3[CH:19]=2)=[CH:4][CH:3]=1.Cl.C([O-])([O-])=O.[Na+].[Na+].CCOCC>O.CCOC(C)=O>[F:1][C:2]1[CH:3]=[CH:4][C:5]([C:8]2[N:9]=[C:10]3[CH:15]=[N:14][CH:13]=[CH:12][N:11]3[CH:19]=2)=[CH:6][CH:7]=1 |f:2.3.4|. Procedure: A mixture of 2-(4-fluorophenyl)imidazo[1,2-a]pyrazine-8-carboxylic acid (Preparation #C.1, 18.9 g, 66.1 mmol) and 1M of hydrogen chloride in water (500 mL) was heated to about 100° C. for about 2 h. The reaction mixture was cooled to ambient temperature and solid Na2CO3 (50.0 g) was added cautiously portion-wise to raise the pH to about 8-9. The resulting brown solid was collected washing with water (4×80 mL). The product in the filtrate was extracted with EtOAc (3×200 mL). In addition the solid... The reactants are O=C([O-])O, CC(CN1CCCCC1)C(=O)c1ccc2cc(OCc3ccccc3)ccc2c1, CC(=O)O, Cl, Cl, [Na+]. The product is Cl, CC(CN1CCCCC1)C(=O)c1ccc2cc(O)ccc2c1. Reaction SMILES: [C:32](=[O:33])([OH:34])[O-:35].[CH2:2]([c:3]1[cH:4][cH:5][cH:6][cH:7][cH:8]1)[O:9][c:10]1[cH:11][c:12]2[cH:13][cH:14][c:15]([C:20]([CH:21]([CH2:22][N:23]3[CH2:24][CH2:25][CH2:26][CH2:27][CH2:28]3)[CH3:29])=[O:30])[cH:16][c:17]2[cH:18][cH:19]1.[CH3:37][C:38](=[O:39])[OH:40].[ClH:1].[ClH:31].[Na+:36]>>[ClH:1].[OH:9][c:10]1[cH:11][c:12]2[cH:13][cH:14][c:15]([C:20]([CH:21]([CH2:22][N:23]3[CH2:24][CH2:25][CH2:26][CH2:27][CH2:28]3)[CH3:29])=[O:30])[cH:16][c:17]2[cH:18][cH:19]1. RXN SMILES: [Br:27][CH2:28][c:29]1[c:30]([C:36]([F:37])([F:38])[F:39])[cH:31][c:32]([I:35])[cH:33][cH:34]1.[CH2:40]1[O:41][CH2:42][CH2:43][CH2:44]1.[CH3:17][Si:18]([N-:19][Si:20]([CH3:21])([CH3:22])[CH3:23])([CH3:24])[CH3:25].[F:1][c:2]1[c:3]([C:4](=[O:5])[NH:6][c:7]2[n:8][nH:9][cH:10][cH:11]2)[c:12]([F:16])[cH:13][cH:14][cH:15]1.[Li+:26]>>[F:1][c:2]1[c:3]([C:4](=[O:5])[NH:6][c:7]2[n:8][n:9]([CH2:28][c:29]3[c:30]([C:36]([F:37])([F:38])[F:39])[cH:31][c:32]([I:35])[cH:33][cH:34]3)[cH:10][cH:11]2)[c:12]([F:16])[cH:13][cH:14][cH:15]1. Reactants: FC(F)(F)c1cc(I)ccc1CBr, C1CCOC1, C[Si](C)(C)[N-][Si](C)(C)C, O=C(Nc1cc[nH]n1)c1c(F)cccc1F, [Li+]. The product is O=C(Nc1ccn(Cc2ccc(I)cc2C(F)(F)F)n1)c1c(F)cccc1F. Starting materials: BrC1=CC(=C(COC2OCCCC2)C=C1)F (2-(4-bromo-2-fluorobenzyloxy)-tetrahydropyran), C1(=CC=CC=C1)O (phenol), CC(C)(C(CC(C(C)(C)C)=O)=O)C (2,2,6,6-tetramethylheptane-3,5-dione), C([O-])([O-])=O.[Cs+].[Cs+] (cesium carbonate). The reagents and catalysts are [Cu]Cl (copper(I) chloride). The solvent is CN1CCCC1=O (NMP). Conditions: temperature 120 celsius. The product is FC1=C(COC2OCCCC2)C=CC(=C1)OC1=CC=CC=C1 (2-(2-Fluoro-4-phenoxy-benzyloxy)-tetrahydro-pyran). The yield is 67.8%. As a reaction SMILES: Br[C:2]1[CH:15]=[CH:14][C:5]([CH2:6][O:7][CH:8]2[CH2:13][CH2:12][CH2:11][CH2:10][O:9]2)=[C:4]([F:16])[CH:3]=1.[C:17]1([OH:23])[CH:22]=[CH:21][CH:20]=[CH:19][CH:18]=1.CC(C)(C(=O)CC(=O)C(C)(C)C)C.C(=O)([O-])[O-].[Cs+].[Cs+]>[Cu]Cl.CN1C(=O)CCC1>[F:16][C:4]1[CH:3]=[C:2]([O:23][C:17]2[CH:22]=[CH:21][CH:20]=[CH:19][CH:18]=2)[CH:15]=[CH:14][C:5]=1[CH2:6][O:7][CH:8]1[CH2:13][CH2:12][CH2:11][CH2:10][O:9]1 |f:3.4.5|. Procedure details: Mix under argon atmosphere 2-(4-bromo-2-fluorobenzyloxy)-tetrahydropyran (2.9 g, 10 mmol), phenol (1.9 g, 20 mmol), 2,2,6,6-tetramethylheptane-3,5-dione (184.3 mg, 1.0 mmol), cesium carbonate (6.5 g, 20 mmol) and anhydrous NMP (20 mL). Degas the flask and fill with argon. Add copper(I) chloride (495 mg, 5 mmol) quickly. Degas the flask three times then fill with argon. Heat at 120° C. for 3 h. Cool to ambient temperature. Dilute with EtOAc and filter. Concentrate in vacuo and purify by chromatog... Reactants: C1(CCCCC1)C=1C2=C(N3CCOC4=C(C13)C=CC=C4)C=C(C=C2)C(=O)OC (methyl 12-cyclohexyl-6,7-dihydro-5-oxa-7a-azadibenzo[a,e]azulene-9-carboxylate), [OH-].[Na+] (sodium hydroxide), Cl (Hydrochloric acid). Run in O1CCCC1 (tetrahydrofuran), CO (methanol). Conditions: time 24 hour. The product is C1(CCCCC1)C=1C2=C(N3CCOC4=C(C13)C=CC=C4)C=C(C=C2)C(=O)O (12-cyclohexyl-6,7-dihydro-5-oxa-7a-azadibenzo[a,e]azulene-9-carboxylic acid). Yield: 85.9%. As a reaction SMILES: [CH:1]1([C:7]2[C:8]3[CH:24]=[CH:23][C:22]([C:25]([O:27]C)=[O:26])=[CH:21][C:9]=3[N:10]3[C:16]=2[C:15]2[CH:17]=[CH:18][CH:19]=[CH:20][C:14]=2[O:13][CH2:12][CH2:11]3)[CH2:6][CH2:5][CH2:4][CH2:3][CH2:2]1.[OH-].[Na+].Cl>O1CCCC1.CO>[CH:1]1([C:7]2[C:8]3[CH:24]=[CH:23][C:22]([C:25]([OH:27])=[O:26])=[CH:21][C:9]=3[N:10]3[C:16]=2[C:15]2[CH:17]=[CH:18][CH:19]=[CH:20][C:14]=2[O:13][CH2:12][CH2:11]3)[CH2:2][CH2:3][CH2:4][CH2:5][CH2:6]1 |f:1.2|. Procedure details: To a solution of methyl 12-cyclohexyl-6,7-dihydro-5-oxa-7a-azadibenzo[a,e]azulene-9-carboxylate (70 mg, 0.19 mmol) in tetrahydrofuran (2 ml) and methanol (1 ml) was added 4N aqueous sodium hydroxide solution (1 ml) and the mixture was stirred at room temperature for 24 hr. 1N Hydrochloric acid was added to the reaction mixture, and the precipitated solid was collected by filtration, washed with water and dried in vacuo to give 12-cyclohexyl-6,7-dihydro-5-oxa-7a-azadibenzo[a,e]azulene-9-carboxyli... Starting materials: CC(C)(C)[Si](C)(C)Cl, CN(C)C=O, O=Cc1cccc(O)c1, c1c[nH]cn1. RXN SMILES: [C:15]([CH3:16])([CH3:17])([CH3:18])[Si:19]([CH3:20])([CH3:21])[Cl:22].[O:23]=[CH:24][N:25]([CH3:26])[CH3:27].[OH:1][c:2]1[cH:3][c:4]([CH:5]=[O:6])[cH:7][cH:8][cH:9]1.[nH:10]1[cH:11][cH:12][n:13][cH:14]1>>[O:1]([c:2]1[cH:3][c:4]([CH:5]=[O:6])[cH:7][cH:8][cH:9]1)[Si:19]([C:15]([CH3:16])([CH3:17])[CH3:18])([CH3:20])[CH3:21]. The product is CC(C)(C)[Si](C)(C)Oc1cccc(C=O)c1.